From a dataset of the Open Reaction Database (ORD), a public repository of structured organic reaction records. describe an organic reaction: reactants, conditions, products, and yield Reactants: CCOC(=O)C=Cc1ccc(Oc2cc(OC)ccc2C)cc1C, CC(=O)O, CCO, [H][H], [Pd]. Yields the product CCOC(=O)CCc1ccc(Oc2cc(OC)ccc2C)cc1C. RXN SMILES: [CH2:1]([CH3:2])[O:3][C:4]([CH:5]=[CH:6][c:7]1[c:8]([CH3:23])[cH:9][c:10]([O:13][c:14]2[c:15]([CH3:22])[cH:16][cH:17][c:18]([O:20][CH3:21])[cH:19]2)[cH:11][cH:12]1)=[O:24].[CH3:25][C:26](=[O:27])[OH:28].[CH3:31][CH2:32][OH:33].[H:29][H:30].[Pd:34]>>[CH2:1]([CH3:2])[O:3][C:4]([CH2:5][CH2:6][c:7]1[c:8]([CH3:23])[cH:9][c:10]([O:13][c:14]2[c:15]([CH3:22])[cH:16][cH:17][c:18]([O:20][CH3:21])[cH:19]2)[cH:11][cH:12]1)=[O:24]. Reactants: NC1=NC=NC(=C1C#N)N1CCC(CC1)C=1N(C=C(N1)C1=CC(=C(C=C1)F)C(F)(F)F)CCNCC1CC1 (4-Amino-6-{4-[1-[2-(cyclopropylmethyl-amino)-ethyl]-4-(4-fluoro-3-trifluoromethyl-phenyl)-1H-imidazol-2-yl]-piperidin-1-yl}-pyrimidine-5-carbonitrile), C(C(C)C)N (isobutylamine). Yields the product NC1=NC=NC(=C1C#N)N1CCC(CC1)C=1N(C=C(N1)C1=CC(=C(C=C1)F)C(F)(F)F)CCNCC(C)C (4-Amino-6-{4-[4-(4-fluoro-3-trifluoromethyl-phenyl)-1-(2-isobutylamino-ethyl)-1H-imidazol-2-yl]-piperidin-1-yl}-pyrimidine-5-carbonitrile). Reaction SMILES: [NH2:1][C:2]1[C:7]([C:8]#[N:9])=[C:6]([N:10]2[CH2:15][CH2:14][CH:13]([C:16]3[N:17]([CH2:32][CH2:33][NH:34][CH2:35][CH:36]4[CH2:38][CH2:37]4)[CH:18]=[C:19]([C:21]4[CH:26]=[CH:25][C:24]([F:27])=[C:23]([C:28]([F:31])([F:30])[F:29])[CH:22]=4)[N:20]=3)[CH2:12][CH2:11]2)[N:5]=[CH:4][N:3]=1.C(N)C(C)C>>[NH2:1][C:2]1[C:7]([C:8]#[N:9])=[C:6]([N:10]2[CH2:11][CH2:12][CH:13]([C:16]3[N:17]([CH2:32][CH2:33][NH:34][CH2:35][CH:36]([CH3:38])[CH3:37])[CH:18]=[C:19]([C:21]4[CH:26]=[CH:25][C:24]([F:27])=[C:23]([C:28]([F:31])([F:30])[F:29])[CH:22]=4)[N:20]=3)[CH2:14][CH2:15]2)[N:5]=[CH:4][N:3]=1. Procedure: The title compound was prepared in an analogous manner as 4-Amino-6-{4-[1-[2-(cyclopropylmethyl-amino)-ethyl]-4-(4-fluoro-3-trifluoromethyl-phenyl)-1H-imidazol-2-yl]-piperidin-1-yl}-pyrimidine-5-carbonitrile using isobutylamine instead of cyclopropylmethylamine. LC-MS: (M+1=531, obsd.=531). The reactants are ON1N=NC2=C1C=CC=C2 (1-hydroxybenzotriazole), Cl.C(C)OC(C1=C(C=C(C=C1)CCN)OC)=O (4-(2-aminoethyl)-2-methoxybenzoic acid ethyl ester . hydrochloride), C1(CCCCC1)N=C=NC1CCCCC1 (dicyclohexylcarbodiimide), CC1CN(CC(C1)C)C1=C(C(=O)O)C=CC=N1 (2-(3,5-dimethylpiperidino)-nicotinic acid). Solvent: C(C)N(CC)CC (triethylamine), CN(C=O)C (dimethylformamide). Run at temperature 50 celsius, time 30 minute. The product is C(=O)(NC1CCCCC1)NC1CCCCC1 (Dicyclohexylurea). Reaction SMILES: CC1CC(C)CN(C2N=CC=CC=2C(O)=[O:12])C1.ON1C2C=CC=CC=2N=N1.Cl.C(OC(=O)C1C=CC(CCN)=CC=1OC)C.[CH:45]1([N:51]=[C:52]=[N:53][CH:54]2[CH2:59][CH2:58][CH2:57][CH2:56][CH2:55]2)[CH2:50][CH2:49][CH2:48][CH2:47][CH2:46]1>CN(C)C=O.C(N(CC)CC)C>[C:52]([NH:51][CH:45]1[CH2:46][CH2:47][CH2:48][CH2:49][CH2:50]1)([NH:53][CH:54]1[CH2:59][CH2:58][CH2:57][CH2:56][CH2:55]1)=[O:12] |f:2.3|. Procedure: 5.85 g of 2-(3,5-dimethylpiperidino)-nicotinic acid (prepared from 2-chloronicotinic acid and 3,5-dimethylpiperidine) were dissolved in 25 ml of dimethylformamide. After the addition of 10.41 g of 1-hydroxybenzotriazole (32.4%), 6.5 g of 4-(2-aminoethyl)-2-methoxybenzoic acid ethyl ester . hydrochloride, 6.92 ml of triethylamine and 6.18 g of dicyclohexylcarbodiimide the mixture was stirred for 30 minutes at 50° C. and left to stand overnight at room temperature. Dicyclohexylurea obtained was su... Starting materials: ClC1=NC=NC2=CC(=C(C=C12)OC)OCCCN1CCS(CC1)(=O)=O (4-chloro-7-[3-(1,1-dioxidothiomorpholin-4-yl)propoxy]-6-methoxyquinazoline), FC1=CC2=C(OC(O2)N)C(=C1)C#CCOC (5-fluoro-7-(3-methoxyprop-1-yn-1-yl)-1,3-benzodioxolamine), C[Si](C)(C)[N-][Si](C)(C)C.[Na+] (sodium bis(trimethylsilyl)amide). Run in CN(C)C=O (DMF). The product is O=S1(CCN(CC1)CCCOC1=C(C=C2C(=NC=NC2=C1)NC1=C(C=C(C=2OCOC21)C#CCOC)F)OC)=O (7-[3-(1,1-dioxidothiomorpholin-4-yl)propoxy]-N-[5-fluoro-7-(3-methoxyprop-1-yn-1-yl)-1,3-benzodioxol-4-yl]-6-methoxyquinazolin-4-amine). Isolated yield 87.0%. As a reaction SMILES: Cl[C:2]1[C:11]2[C:6](=[CH:7][C:8]([O:14][CH2:15][CH2:16][CH2:17][N:18]3[CH2:23][CH2:22][S:21](=[O:25])(=[O:24])[CH2:20][CH2:19]3)=[C:9]([O:12][CH3:13])[CH:10]=2)[N:5]=[CH:4][N:3]=1.[F:26][C:27]1[CH:36]=[C:35]([C:37]#[C:38][CH2:39][O:40][CH3:41])[C:30]2[O:31][CH:32](N)[O:33][C:29]=2[CH:28]=1.C[Si]([N-:46][Si](C)(C)C)(C)C.[Na+]>CN(C=O)C>[O:24]=[S:21]1(=[O:25])[CH2:22][CH2:23][N:18]([CH2:17][CH2:16][CH2:15][O:14][C:8]2[CH:7]=[C:6]3[C:11]([C:2]([NH:46][C:28]4[C:29]5[O:33][CH2:32][O:31][C:30]=5[C:35]([C:37]#[C:38][CH2:39][O:40][CH3:41])=[CH:36][C:27]=4[F:26])=[N:3][CH:4]=[N:5]3)=[CH:10][C:9]=2[O:12][CH3:13])[CH2:19][CH2:20]1 |f:2.3|. Reported procedure: This was prepared using the method described in example 4 using 4-chloro-7-[3-(1,1-dioxidothiomorpholin-4-yl)propoxy]-6-methoxyquinazoline (150 mg, 0.39 mmol), 5-fluoro-7-(3-methoxyprop-1-yn-1-yl)-1,3-benzodioxolamine (91 mg, 0.41 mmol) and a solution of sodium bis(trimethylsilyl)amide (1.0M in THF, 0.82 ml) in DMF (2.5 ml). The crude product was purified by column chromatography on silica using increasing concentrations of methanol in dichloromethane as eluent. There was thus obtained the title... The reactants are NC1=C2N=C(N(C2=NC(=N1)I)CCCCO)C1=CC(=CC=C1)F (4-[6-amino-8-(3-fluorophenyl)-2-iodo-9H-9-purinyl]butanol), C(Cl)(Cl)Cl (chloroform), C(C)#N (acetonitrile), I(=O)(=O)(=O)[O-].[Na+] (sodium periodate). The reagents and catalysts are O.[Ru](=O)(=O)(=O)=O (ruthenium tetraoxide hydrate). The solvent is CC(C)O (2-propanol), O (water). Conditions: time 5 hour. Yields the product NC1=C2N=C(N(C2=NC(=N1)I)CCCC(=O)O)C1=CC(=CC=C1)F (4-[6-Amino-8-(3-fluorophenyl)-2-iodo-9H-9-purinyl]butanoic Acid). The yield is 91.0%. RXN SMILES: [NH2:1][C:2]1[N:10]=[C:9]([I:11])[N:8]=[C:7]2[C:3]=1[N:4]=[C:5]([C:17]1[CH:22]=[CH:21][CH:20]=[C:19]([F:23])[CH:18]=1)[N:6]2[CH2:12][CH2:13][CH2:14][CH2:15][OH:16].C(Cl)(Cl)Cl.C(#N)C.I([O-])(=O)(=O)=[O:32].[Na+]>O.[Ru](=O)(=O)(=O)=O.CC(O)C.O>[NH2:1][C:2]1[N:10]=[C:9]([I:11])[N:8]=[C:7]2[C:3]=1[N:4]=[C:5]([C:17]1[CH:22]=[CH:21][CH:20]=[C:19]([F:23])[CH:18]=1)[N:6]2[CH2:12][CH2:13][CH2:14][C:15]([OH:32])=[O:16] |f:3.4,5.6|. Procedure: To 1.50 g of 4-[6-amino-8-(3-fluorophenyl)-2-iodo-9H-9-purinyl]butanol were added 30 ml of chloroform, 30 ml of acetonitrile, 45 ml of water, 73 mg of ruthenium tetraoxide hydrate and 4.10 g of sodium periodate and the mixture was vigorously stirred in a nitrogen stream for 5 hours at room temperature. The reaction was stopped by 2-propanol and the insoluble matters were filtered off followed by washing with 1000 ml of chloroform-methanol (1:1). The filtrate was concentrated, the residue was sus...